This data is from the Open Reaction Database (ORD), a public repository of structured organic reaction records. The task is: describe an organic reaction: reactants, conditions, products, and yield The reactants are ClC1=C2C=C(C(=CC2=C(C2=CC=CC=C12)C=O)C)C (10-chloro-2,3-dimethyl-9-anthracenecarbaldehyde), CC(CO)(CO)N (2-methyl-2-amino-1,3-propanediol). Product: Cl.ClC1=C2C=C(C(=CC2=C(C2=CC=CC=C12)CNC(CO)(CO)C)C)C (2-((10-chloro-2,3-dimethyl-9-anthracenylmethyl)amino)-2-methyl-1,3-propanediol hydrochloride). RXN SMILES: [Cl:1][C:2]1[C:15]2[C:10](=[CH:11][CH:12]=[CH:13][CH:14]=2)[C:9]([CH:16]=O)=[C:8]2[C:3]=1[CH:4]=[C:5]([CH3:19])[C:6]([CH3:18])=[CH:7]2.[CH3:20][C:21]([NH2:26])([CH2:24][OH:25])[CH2:22][OH:23]>>[ClH:1].[Cl:1][C:2]1[C:15]2[C:10](=[CH:11][CH:12]=[CH:13][CH:14]=2)[C:9]([CH2:16][NH:26][C:21]([CH3:20])([CH2:24][OH:25])[CH2:22][OH:23])=[C:8]2[C:3]=1[CH:4]=[C:5]([CH3:19])[C:6]([CH3:18])=[CH:7]2 |f:2.3|. Reported procedure: Using the reductive amination procedure outlined in 1, 10-chloro-2,3-dimethyl-9-anthracenecarbaldehyde and 2-methyl-2-amino-1,3-propanediol (Aldrich) gave 2-((10-chloro-2,3-dimethyl-9-anthracenylmethyl)amino)-2-methyl-1,3-propanediol hydrochloride mp 251°-252° (dec), (CH3OH/Et2O), (C, H, Cl, N).